This data is from the Open Reaction Database (ORD), a public repository of structured organic reaction records. The task is: describe an organic reaction: reactants, conditions, products, and yield Reactants: [H-].[Na+] (sodium hydride), ClC1=C(C=CC=C1)N1C(NC2=CC(=C(C(=C2C1=O)C)C(=O)OCC)C)=O (3-(2-chlorophenyl)-6-ethoxycarbonyl-5,7-dimethyl-2,4-(1H,3H)-quinazolinedione), ClCC(=O)OCC (ethyl chloroacetate). Solvent: CN(C=O)C (dimethylformamide). Conditions: temperature 70 celsius, time 1 hour. Product: ClC1=C(C=CC=C1)N1C(N(C2=CC(=C(C(=C2C1=O)C)C(=O)OCC)C)CC(=O)OCC)=O (3-(2-chlorophenyl)-1-ethoxycarbonylmethyl-6-ethoxycarbonyl-5,7-dimethyl-2,4(1H,3H)-quinazolinedione). The yield is 62.5%. As a reaction SMILES: [H-].[Na+].[Cl:3][C:4]1[CH:9]=[CH:8][CH:7]=[CH:6][C:5]=1[N:10]1[C:19](=[O:20])[C:18]2[C:13](=[CH:14][C:15]([CH3:27])=[C:16]([C:22]([O:24][CH2:25][CH3:26])=[O:23])[C:17]=2[CH3:21])[NH:12][C:11]1=[O:28].Cl[CH2:30][C:31]([O:33][CH2:34][CH3:35])=[O:32]>CN(C)C=O>[Cl:3][C:4]1[CH:9]=[CH:8][CH:7]=[CH:6][C:5]=1[N:10]1[C:19](=[O:20])[C:18]2[C:13](=[CH:14][C:15]([CH3:27])=[C:16]([C:22]([O:24][CH2:25][CH3:26])=[O:23])[C:17]=2[CH3:21])[N:12]([CH2:30][C:31]([O:33][CH2:34][CH3:35])=[O:32])[C:11]1=[O:28] |f:0.1|. Procedure details: A portion (50 mg) of sodium hydride suspension (50%) in mineral oil was added to a stirred solution of 3-(2-chlorophenyl)-6-ethoxycarbonyl-5,7-dimethyl-2,4-(1H,3H)-quinazolinedione (373 mg) in dried dimethylformamide (20 ml). After addition of ethyl chloroacetate (123 mg), the mixture was stirred at 70° C. for one hour. The solvent was evaporated at reduced pressure, and the residue was extracted with CHCl3, and the CHCl3 extract was washed with water, dried over anhydrous MgSO4 and concentrated... Reactants: BrC1=CC=C(C=C1)C1=C(C(=NO1)C)N (5-(4-Bromo-phenyl)-3-methyl-isoxazol-4-ylamine), C(CCC1=CC=CC=C1)=O (hydrocinnamaldehyde), C(#N)[BH3-].[Na+] (sodium cyanoborohydride). The solvent is C(Cl)Cl (CH2Cl2). Run at time 8 hour. The product is BrC1=CC=C(C=C1)C1=C(C(=NO1)C)NCCCC1=CC=CC=C1 ([5-(4-Bromo-phenyl)-3-methyl-isoxazol-4-yl]-(3-phenyl-propyl)-amine). Reaction SMILES: [Br:1][C:2]1[CH:7]=[CH:6][C:5]([C:8]2[O:12][N:11]=[C:10]([CH3:13])[C:9]=2[NH2:14])=[CH:4][CH:3]=1.[CH:15](=O)[CH2:16][CH2:17][C:18]1[CH:23]=[CH:22][CH:21]=[CH:20][CH:19]=1.C([BH3-])#N.[Na+]>C(Cl)Cl>[Br:1][C:2]1[CH:3]=[CH:4][C:5]([C:8]2[O:12][N:11]=[C:10]([CH3:13])[C:9]=2[NH:14][CH2:15][CH2:16][CH2:17][C:18]2[CH:23]=[CH:22][CH:21]=[CH:20][CH:19]=2)=[CH:6][CH:7]=1 |f:2.3|. Reported procedure: 5-(4-Bromo-phenyl)-3-methyl-isoxazol-4-ylamine (0.300 g, 1.19 mmol), hydrocinnamaldehyde (0.192 g, 1.43 mmol), and sodium cyanoborohydride (0.188 g, 2.99 mmol) were combined in CH2Cl2 and stirred overnight at room temperature. After aqueous workup, the crude material was purified by silica gel chromatography to give the title compound. Starting materials: C(C)(=O)N1C(C(C2=CC=C(C=C12)C(=O)OCC)=C(C1=CC=CC=C1)OCC)=O (1-acetyl-3-(1-ethoxy-1-phenylmethylene)-6-ethoxycarbonyl-2-indolinone), C(CC1=CC=CC=C1)N(C)CNC1=CC=CC=C1 ((N-phenethyl-N-methyl-aminomethyl)-aniline). Yields the product CN(CCC1=CC=CC=C1)CC1=CC=C(N\C(\C2=CC=CC=C2)=C\2/C(NC3=CC(=CC=C23)C(=O)OCC)=O)C=C1 (3-Z-[1-(4-(N-methyl-N-phenethyl-aminomethyl)-anilino)-1-phenyl-methylene]-6-ethoxycarbonyl-2-indolinone). RXN SMILES: C([N:4]1[C:12]2[C:7](=[CH:8][CH:9]=[C:10]([C:13]([O:15][CH2:16][CH3:17])=[O:14])[CH:11]=2)[C:6](=[C:18](OCC)[C:19]2[CH:24]=[CH:23][CH:22]=[CH:21][CH:20]=2)[C:5]1=[O:28])(=O)C.[CH2:29]([N:37]([CH2:39]NC1C=CC=CC=1)[CH3:38])[CH2:30][C:31]1[CH:36]=[CH:35][CH:34]=[CH:33][CH:32]=1>>[CH3:38][N:37]([CH2:39][C:9]1[CH:8]=[CH:7][C:12]([NH:4]/[C:18](=[C:6]2\[C:5](=[O:28])[NH:4][C:12]3[C:7]\2=[CH:8][CH:9]=[C:10]([C:13]([O:15][CH2:16][CH3:17])=[O:14])[CH:11]=3)/[C:19]2[CH:24]=[CH:23][CH:22]=[CH:21][CH:20]=2)=[CH:11][CH:10]=1)[CH2:29][CH2:30][C:31]1[CH:32]=[CH:33][CH:34]=[CH:35][CH:36]=1. Reported procedure: Prepared from 1-acetyl-3-(1-ethoxy-1-phenylmethylene)-6-ethoxycarbonyl-2-indolinone and (N-phenethyl-N-methyl-aminomethyl)-aniline Rf value: 0.4 (silica gel, methylene chloride/ethanol=10:1) C34H33N3O3 Reactants: B#B, CC1(C)Oc2ccc(Br)cc2NC1=O, CC(C)(C)C(=O)c1c[nH]c2ncc(Br)nc12, O=C([O-])[O-], O=C([O-])O, C1COCCO1, CC(=O)[O-], CCOC(C)=O, [K+], [K+], [K+], [Na+], O, [Pd]. The product is CC(C)(C)C(=O)c1c[nH]c2ncc(-c3ccc4c(c3)NC(=O)C(C)(C)O4)nc12. Reaction SMILES: [B:15]#[B:16].[Br:1][c:2]1[cH:3][cH:4][c:5]2[c:6]([cH:14]1)[NH:7][C:8](=[O:13])[C:9]([CH3:11])([CH3:12])[O:10]2.[Br:22][c:23]1[n:24][c:25]2[c:26]([n:27][cH:28]1)[nH:29][cH:30][c:31]2[C:32]([C:33]([CH3:34])([CH3:35])[CH3:36])=[O:37].[C:38](=[O:39])([O-:40])[O-:41].[C:44](=[O:45])([OH:46])[O-:47].[CH2:49]1[O:50][CH2:51][CH2:52][O:53][CH2:54]1.[CH3:18][C:19](=[O:20])[O-:21].[CH3:57][CH2:58][O:59][C:60](=[O:61])[CH3:62].[K+:17].[K+:42].[K+:43].[Na+:48].[OH2:55].[Pd:56]>>[c:2]1(-[c:23]2[n:24][c:25]3[c:26]([n:27][cH:28]2)[nH:29][cH:30][c:31]3[C:32]([C:33]([CH3:34])([CH3:35])[CH3:36])=[O:37])[cH:3][cH:4][c:5]2[c:6]([cH:14]1)[NH:7][C:8](=[O:13])[C:9]([CH3:11])([CH3:12])[O:10]2. Starting materials: CCOc1cc(C(C)(C)C)ncc1C1=NC(C)(c2ccc(Cl)cc2)C(C)(c2ccc(Cl)cc2)N1C(=O)N1CCC(CC(=O)O)CC1, Nc1cccc(F)c1. Yields the product CCOc1cc(C(C)(C)C)ncc1C1=NC(C)(c2ccc(Cl)cc2)C(C)(c2ccc(Cl)cc2)N1C(=O)N1CCC(CC(=O)Nc2cccc(F)c2)CC1. Reaction SMILES: [C:1]([CH3:2])([CH3:3])([CH3:4])[c:5]1[cH:6][c:7]([O:44][CH2:45][CH3:46])[c:8]([C:11]2=[N:15][C:14]([CH3:16])([c:17]3[cH:18][cH:19][c:20]([Cl:23])[cH:21][cH:22]3)[C:13]([CH3:24])([c:25]3[cH:26][cH:27][c:28]([Cl:31])[cH:29][cH:30]3)[N:12]2[C:32](=[O:33])[N:34]2[CH2:35][CH2:36][CH:37]([CH2:40][C:41](=[O:42])[OH:43])[CH2:38][CH2:39]2)[cH:9][n:10]1.[NH2:47][c:48]1[cH:49][cH:50][cH:51][c:52]([F:53])[cH:54]1>>[C:1]([CH3:2])([CH3:3])([CH3:4])[c:5]1[cH:6][c:7]([O:44][CH2:45][CH3:46])[c:8]([C:11]2=[N:15][C:14]([CH3:16])([c:17]3[cH:18][cH:19][c:20]([Cl:23])[cH:21][cH:22]3)[C:13]([CH3:24])([c:25]3[cH:26][cH:27][c:28]([Cl:31])[cH:29][cH:30]3)[N:12]2[C:32](=[O:33])[N:34]2[CH2:35][CH2:36][CH:37]([CH2:40][C:41](=[O:43])[NH:47][c:48]3[cH:49][cH:50][cH:51][c:52]([F:53])[cH:54]3)[CH2:38][CH2:39]2)[cH:9][n:10]1. The reactants are CS(C)=O, C#CCn1c(-c2ccc(OC)cc2CO)c(C2CCCCC2)c2ccc(C(=O)OC)cc21, O=C(Cl)C(=O)Cl, ClCCl. The product is C#CCn1c(-c2ccc(OC)cc2C=O)c(C2CCCCC2)c2ccc(C(=O)OC)cc21. Reaction SMILES: [CH3:7][S:8]([CH3:9])=[O:10].[CH:11]1([c:17]2[c:18](-[c:33]3[c:34]([CH2:41][OH:42])[cH:35][c:36]([O:39][CH3:40])[cH:37][cH:38]3)[n:19]([CH2:30][C:31]#[CH:32])[c:20]3[cH:21][c:22]([C:26](=[O:27])[O:28][CH3:29])[cH:23][cH:24][c:25]23)[CH2:12][CH2:13][CH2:14][CH2:15][CH2:16]1.[Cl:1][C:2]([C:3]([Cl:4])=[O:5])=[O:6].[Cl:43][CH2:44][Cl:45]>>[CH:11]1([c:17]2[c:18](-[c:33]3[c:34]([CH:41]=[O:42])[cH:35][c:36]([O:39][CH3:40])[cH:37][cH:38]3)[n:19]([CH2:30][C:31]#[CH:32])[c:20]3[cH:21][c:22]([C:26](=[O:27])[O:28][CH3:29])[cH:23][cH:24][c:25]23)[CH2:12][CH2:13][CH2:14][CH2:15][CH2:16]1. Reactants: ClC1=C(C(SC2=C(C=CC=C12)OC)C1=CC=CC=C1)C=O (4-chloro-3-formyl-8-methoxy-thioflav-3-ene). The solvent is CO (methanol), [BH4-].[Na+] (sodium borohydride). The product is ClC1=C(C(SC2=C(C=CC=C12)OC)C1=CC=CC=C1)CO (4-chloro-3-hydroxymethyl-8-methoxy-thioflav-3-ene). Reaction SMILES: [Cl:1][C:2]1[C:11]2[C:6](=[C:7]([O:12][CH3:13])[CH:8]=[CH:9][CH:10]=2)[S:5][CH:4]([C:14]2[CH:19]=[CH:18][CH:17]=[CH:16][CH:15]=2)[C:3]=1[CH:20]=[O:21]>CO.[BH4-].[Na+]>[Cl:1][C:2]1[C:11]2[C:6](=[C:7]([O:12][CH3:13])[CH:8]=[CH:9][CH:10]=2)[S:5][CH:4]([C:14]2[CH:15]=[CH:16][CH:17]=[CH:18][CH:19]=2)[C:3]=1[CH2:20][OH:21] |f:2.3|. Reported procedure: As in example 14 but starting from 3.16 g 4-chloro-3-formyl-8-methoxy-thioflav-3-ene in 30 ml dry methanol and 0.35 g sodium borohydride. After work up, the crude oil is crystallized in a mixture of n-hexane and ethylacetate. Pure 4-chloro-3-hydroxymethyl-8-methoxy-thioflav-3-ene is obtained as yellow crystals; m.p. 143°-145° C.-TLC (SiO2, n-hexane CH2Cl2 1:1): Rf =0.05. Reactants: C(C)NC(=O)C1CC2=C(NC=3C=CC=CC23)C(=CN1)C(=O)OCC (ethyl 2-ethylcarbamoyl-1,2,3,6-tetrahydroazepino[4,5-b]indole-5-carboxylate), FC1=CC=C(C(=O)Cl)C=C1 (4-fluorobenzoyl chloride). Yields the product C(C)NC(=O)C1CC2=C(NC=3C=CC=CC23)C(=CN1C(C1=CC=C(C=C1)F)=O)C(=O)OCC (Ethyl 2-Ethylcarbamoyl-3-(4-Fluorobenzoyl)-1,2,3,6-Tetrahydroazepino-[4,5-b]Indole-5-Carboxylate). Reaction SMILES: [CH2:1]([NH:3][C:4]([CH:6]1[NH:19][CH:18]=[C:17]([C:20]([O:22][CH2:23][CH3:24])=[O:21])[C:9]2[NH:10][C:11]3[CH:12]=[CH:13][CH:14]=[CH:15][C:16]=3[C:8]=2[CH2:7]1)=[O:5])[CH3:2].[F:25][C:26]1[CH:34]=[CH:33][C:29]([C:30](Cl)=[O:31])=[CH:28][CH:27]=1>>[CH2:1]([NH:3][C:4]([CH:6]1[N:19]([C:30](=[O:31])[C:29]2[CH:33]=[CH:34][C:26]([F:25])=[CH:27][CH:28]=2)[CH:18]=[C:17]([C:20]([O:22][CH2:23][CH3:24])=[O:21])[C:9]2[NH:10][C:11]3[CH:12]=[CH:13][CH:14]=[CH:15][C:16]=3[C:8]=2[CH2:7]1)=[O:5])[CH3:2]. Reported procedure: The title compound was prepared in a manner similar to that described in Example 2A by using ethyl 2-ethylcarbamoyl-1,2,3,6-tetrahydroazepino[4,5-b]indole-5-carboxylate and 4-fluorobenzoyl chloride; 1H-NMR (CDCl3): δ 10.21 (1H, br s), 8.27 (1H, s), 7.71-7.79 (3H, m), 7.53 (1H, m), 7.36 (1H, d), 7.20 (1H, m), 7.11 (2H, m), 6.11 (1H, d), 5.32 (1H, t), 4.21 (2H, m), 3.87 (1H, dd), 3.20 (1H, dd), 2.86-3.06 (2H, m), 1.18 (3H, t), 0.57 (3H, t); MS (ES): 450 (MH+).